Dataset: the Open Reaction Database (ORD), a public repository of structured organic reaction records. Task: describe an organic reaction: reactants, conditions, products, and yield Reactants: C(C)OP(=O)(OCC)CC(=O)OCC (ethyl diethylphosphonoacetate), [H-].[Na+] (sodium hydride), O (Water), ClC=1C=CC(=C2N3C(=NC21)N(CCC3)C3=C(C=C(C=C3)Cl)Cl)C=O (9-chloro-1-(2,4-dichlorophenyl)-1,2,3,4-tetrahydropyrimido[1,2-a]benzimidazole-6-carbaldehyde). Run in O1CCCC1 (tetrahydrofuran). Reaction conditions: temperature 0 celsius, time 1 hour. Product: ClC1=CC=C(C=2N3C(=NC21)N(CCC3)C3=C(C=C(C=C3)Cl)Cl)/C=C/C(=O)OCC (Ethyl (2E)-3-[9-chloro-1-(2,4-dichlorophenyl)-1,2,3,4-tetrahydropyrimido[1,2-a]benzimidazol-6-yl]prop-2-enoate). Isolated yield 82.4%. As a reaction SMILES: C(OP([CH2:9][C:10]([O:12][CH2:13][CH3:14])=[O:11])(OCC)=O)C.[H-].[Na+].[Cl:17][C:18]1[CH:19]=[CH:20][C:21]([CH:39]=O)=[C:22]2[C:26]=1[N:25]=[C:24]1[N:27]([C:31]3[CH:36]=[CH:35][C:34]([Cl:37])=[CH:33][C:32]=3[Cl:38])[CH2:28][CH2:29][CH2:30][N:23]21.O>O1CCCC1>[Cl:17][C:18]1[C:26]2[N:25]=[C:24]3[N:27]([C:31]4[CH:36]=[CH:35][C:34]([Cl:37])=[CH:33][C:32]=4[Cl:38])[CH2:28][CH2:29][CH2:30][N:23]3[C:22]=2[C:21](/[CH:39]=[CH:9]/[C:10]([O:12][CH2:13][CH3:14])=[O:11])=[CH:20][CH:19]=1 |f:1.2|. Procedure details: To a solution of ethyl diethylphosphonoacetate (0.78 mL, 3.93 mmol) in tetrahydrofuran (10 mL) was added sodium hydride (60% dispersion in mineral oil, 0.157 g, 3.93 mmol) at 0° C. The mixture was stirred at 0° C. for 1 hr. To the reaction mixture was added 9-chloro-1-(2,4-dichlorophenyl)-1,2,3,4-tetrahydropyrimido[1,2-a]benzimidazole-6-carbaldehyde (500 mg, 1.31 mmol) at 0° C. The mixture was stirred at room temperature for 4 hr and at 40° C. for 18 hr. Water was added to the reaction mixture a... Reactants: C(=O)(O)[O-].[Na+] (NaHCO3), ClC=1C(N(C=C(N1)Cl)[C@H](COC)C1CC1)=O ((S)-3,5-dichloro-1-(1-cyclopropyl-2-methoxyethyl)pyrazin-2(1H)-one), COC1=C(C=C(C(=N1)C)N)C (6-methoxy-2,5-dimethylpyridin-3-amine), C[Si](C)(C)[N-][Si](C)(C)C.[Na+] (NaHMDS). The solvent is C1CCOC1 (THF). Reaction conditions: time 1 hour. The product is ClC=1N=C(C(N(C1)[C@H](COC)C1CC1)=O)NC=1C(=NC(=C(C1)C)OC)C ((S)-5-chloro-1-(1-cyclopropyl-2-methoxyethyl)-3-(6-methoxy-2,5-dimethylpyridin-3-ylamino)pyrazin-2(1H)-one). The yield is 85.8%. RXN SMILES: Cl[C:2]1[C:3](=[O:16])[N:4]([C@@H:9]([CH:13]2[CH2:15][CH2:14]2)[CH2:10][O:11][CH3:12])[CH:5]=[C:6]([Cl:8])[N:7]=1.[CH3:17][O:18][C:19]1[N:24]=[C:23]([CH3:25])[C:22]([NH2:26])=[CH:21][C:20]=1[CH3:27].C[Si]([N-][Si](C)(C)C)(C)C.[Na+].C([O-])(O)=O.[Na+]>C1COCC1>[Cl:8][C:6]1[N:7]=[C:2]([NH:26][C:22]2[C:23]([CH3:25])=[N:24][C:19]([O:18][CH3:17])=[C:20]([CH3:27])[CH:21]=2)[C:3](=[O:16])[N:4]([C@@H:9]([CH:13]2[CH2:15][CH2:14]2)[CH2:10][O:11][CH3:12])[CH:5]=1 |f:2.3,4.5|. Procedure: To a solution of (S)-3,5-dichloro-1-(1-cyclopropyl-2-methoxyethyl)pyrazin-2(1H)-one (4.00 g, 15.2 mmol) from Part G and 6-methoxy-2,5-dimethylpyridin-3-amine (2.31 g, 15.2 mmol) from Part K in THF (76 mL) at 0° C. was added NaHMDS (31.9 mL, 31.9 mmol, 1 M in THF). The reaction mixture was stirred at room temperature for 1 h. The mixture was transferred to a separatory funnel containing saturated aqueous NaHCO3 solution. The aqueous layer was extracted with EtOAc (3×100 mL). The combined organic ... Reactants: O=C(OO)c1cccc(Cl)c1, ClCCl, CCSc1cc(=O)c2cc(C(=O)OC)cc(C(C)Nc3cc(F)cc(F)c3)c2o1. Yields the product CCS(=O)c1cc(=O)c2cc(C(=O)OC)cc(C(C)Nc3cc(F)cc(F)c3)c2o1. RXN SMILES: [Cl:1][c:2]1[cH:3][c:4]([C:9](=[O:6])[O:10][OH:11])[cH:5][cH:7][cH:8]1.[Cl:41][CH2:42][Cl:43].[F:12][c:13]1[cH:14][c:15]([NH:20][CH:21]([CH3:22])[c:23]2[cH:24][c:25]([C:37](=[O:38])[O:39][CH3:40])[cH:26][c:27]3[c:28](=[O:36])[cH:29][c:30]([S:33][CH2:34][CH3:35])[o:31][c:32]23)[cH:16][c:17]([F:19])[cH:18]1>>[O:6]=[S:33]([c:30]1[cH:29][c:28](=[O:36])[c:27]2[cH:26][c:25]([C:37](=[O:38])[O:39][CH3:40])[cH:24][c:23]([CH:21]([NH:20][c:15]3[cH:14][c:13]([F:12])[cH:18][c:17]([F:19])[cH:16]3)[CH3:22])[c:32]2[o:31]1)[CH2:34][CH3:35]. Starting materials: C(C=C)OC1CCC(CC1)=O (4-allyloxy-cyclohexanone), C=O (paraformaldehyde), Cl.CNC (dimethylamine hydrochloride). The solvent is C(C)(=O)O (acetic acid). Product: Cl.C(C=C)OC1CC(C(CC1)=O)CN(C)C (4-allyloxy-2-dimethylaminomethyl-cyclohexanone hydrochloride). The yield is 77.0%. Reaction SMILES: [CH2:1]([O:4][CH:5]1[CH2:10][CH2:9][C:8](=[O:11])[CH2:7][CH2:6]1)[CH:2]=[CH2:3].[CH2:12]=O.[ClH:14].[CH3:15][NH:16][CH3:17]>C(O)(=O)C>[ClH:14].[CH2:1]([O:4][CH:5]1[CH2:10][CH2:9][C:8](=[O:11])[CH:7]([CH2:15][N:16]([CH3:12])[CH3:17])[CH2:6]1)[CH:2]=[CH2:3] |f:2.3,5.6|. Procedure details: 15.5 g of compound (12) (100 mmole), 1.5 g (50 mmole) paraformaldehyde and 4.1 g (50 mmole) dimethylamine hydrochloride were stirred for 25 minutes in 30 ml acetic acid in a bath at 105° C. The acetic acid was distilled off under vacuum, and the residue was dissolved in 110 ml 2-butanone. Compound (13) was obtained in a yield of 77% theoretical, melting point 125° C.-127° C. Product: ClC=1N=C(C2=C(N1)CN(C2)C(C)C)N2CCOCC2 (4-(2-chloro-6-isopropyl-6,7-dihydro-5H-pyrrolo[3,4-d]pyrimidin-4-yl)morpholine). Solvent: C1CCOC1 (THF). RXN SMILES: FC(F)(F)C(O)=O.[Cl:8][C:9]1[N:10]=[C:11]([N:18]2[CH2:23][CH2:22][O:21][CH2:20][CH2:19]2)[C:12]2[CH2:17][NH:16][CH2:15][C:13]=2[N:14]=1.Cl.[CH3:25][C:26]([CH3:28])=O.C(O[BH-](OC(=O)C)OC(=O)C)(=O)C.[Na+]>C1COCC1.C(O)(=O)C>[Cl:8][C:9]1[N:10]=[C:11]([N:18]2[CH2:19][CH2:20][O:21][CH2:22][CH2:23]2)[C:12]2[CH2:17][N:16]([CH:26]([CH3:28])[CH3:25])[CH2:15][C:13]=2[N:14]=1 |f:0.1,4.5|. Run at time 2 hour. Procedure: To a stirred solution of 4-(2-chloro-6,7-dihydro-5H-pyrrolo[3,4-d]pyrimidin-4-yl)morpholine (intermediate 20) as a HCl salt (455 mg, 1.6 mmol) in anhydrous THF (5 ml) was added anhydrous acetone (500 μl) and glacial acetic acid (two drops). The reaction was stirred at RT for 30 minutes after which time sodium triacetoxyborohydride (696 mg, 3.3 mmol) was added. After stirring for a further 2 hours at RT the reaction was partitioned between water and DCM. The aqueous phase was extracted into DCM a... The reagents and catalysts are C(C)(=O)O (acetic acid). Reactants: FC(C(=O)O)(F)F.ClC=1N=C(C2=C(N1)CNC2)N2CCOCC2 (4-(2-chloro-6,7-dihydro-5H-pyrrolo[3,4-d]pyrimidin-4-yl)morpholine trifluoroacetate), FC(C(=O)O)(F)F.ClC=1N=C(C2=C(N1)CNC2)N2CCOCC2 (4-(2-chloro-6,7-dihydro-5H-pyrrolo[3,4-d]pyrimidin-4-yl)morpholine trifluoroacetate), Cl (HCl), CC(=O)C (acetone), C(C)(=O)O[BH-](OC(C)=O)OC(C)=O.[Na+] (sodium triacetoxyborohydride).